Dataset: the Open Reaction Database (ORD), a public repository of structured organic reaction records. Task: describe an organic reaction: reactants, conditions, products, and yield Starting materials: FC1=C(OC2=C3C=CC=NC3=CC=C2OC)C=CC(=C1)F (5-(2,4-difluoro-phenoxy)-6-methoxy-quinoline), C(C)(=O)O (acetic acid), N (ammonia). Yields the product FC1=C(OC2=C3C=CC=[N+](C3=CC=C2OC)[O-])C=CC(=C1)F (5-(2,4-difluoro-phenoxy)-6-methoxy-quinoline N-oxide). Isolated yield 68.0%. RXN SMILES: [F:1][C:2]1[CH:20]=[C:19]([F:21])[CH:18]=[CH:17][C:3]=1[O:4][C:5]1[C:14]([O:15][CH3:16])=[CH:13][CH:12]=[C:11]2[C:6]=1[CH:7]=[CH:8][CH:9]=[N:10]2.N.C(O)(=[O:25])C>>[F:1][C:2]1[CH:20]=[C:19]([F:21])[CH:18]=[CH:17][C:3]=1[O:4][C:5]1[C:14]([O:15][CH3:16])=[CH:13][CH:12]=[C:11]2[C:6]=1[CH:7]=[CH:8][CH:9]=[N+:10]2[O-:25]. Reported procedure: The solution of 5-(2,4-difluoro-phenoxy)-6-methoxy-quinoline in glacial acetic acid containing 4 ml hydrogen peroxide was stirred at 80–85° C. for 18 hours. After cooling the reaction mixture was neutralized with aqueous ammonia, and the resultant precipitate was filtered and washed with water. The aqueous layer was extracted with dichloromethane, and the organic layer was dried (MgSO4). Evaporation gave 1.3 g (68%) of 5-(2,4-difluoro-phenoxy)-6-methoxy-quinoline N-oxide as a beige crystalline m... Reactants: BrCC1OCCCC1 (2-(bromomethyl)-tetrahydro-2H-pyran), N1N=CC(=C1)B1OC(C)(C)C(C)(C)O1 (pyrazole-4-boronic acid pinacol ester), BrCC1OCCCC1 (2-(bromomethyl)tetrahydro-2H-pyran). Conditions: time 16 hour. Product: O1C(CCCC1)CN1N=CC(=C1)B1OC(C(O1)(C)C)(C)C (1-(Tetrahydropyran-2-ylmethyl)-4-(4,4,5,5-tetramethyl-[1,3,2]dioxaborolan-2-yl)-1H-pyrazole), gum. Yield: 75.0%. As a reaction SMILES: [NH:1]1[CH:5]=[C:4]([B:6]2[O:14][C:11]([CH3:13])([CH3:12])[C:8]([CH3:10])([CH3:9])[O:7]2)[CH:3]=[N:2]1.Br[CH2:16][CH:17]1[CH2:22][CH2:21][CH2:20][CH2:19][O:18]1>>[O:18]1[CH2:19][CH2:20][CH2:21][CH2:22][CH:17]1[CH2:16][N:2]1[CH:3]=[C:4]([B:6]2[O:7][C:8]([CH3:9])([CH3:10])[C:11]([CH3:13])([CH3:12])[O:14]2)[CH:5]=[N:1]1. Reported procedure: The title compound was prepared from pyrazole-4-boronic acid pinacol ester and 2-(bromomethyl)tetrahydro-2H-pyran according to Method AC (stirred in a sealed vial at r.t. for 16 h, then heating to 80° C. for 4 h before addition of further 2-(bromomethyl)-tetrahydro-2H-pyran, and heating to 80° C. for a further 2 days) and was isolated as a brown gum (75%). LCMS (ES+) 293 (M+H)+, RT 3.41 minutes (Method 1). Starting materials: C(=O)C=O (glyoxal), [OH-].[Na+] (sodium hydroxide), FC1=CC=C(OC2=C(C=C(C=C2)NC(=O)NC2=CC=C(C=C2)OC2=C3C(=NC=C2)NN=C3)C(F)(F)F)C=C1 (1-[4-(4-Fluorophenoxy)-3-trifluoromethyl-phenyl]-3-[4-(1H-pyrazolo[3,4-b]pyridin-4-yloxy)phenyl]urea). Run in C(C)O (ethanol). Run at temperature 70 celsius, time 4 hour. The product is FC1=CC=C(OC2=C(C=C(C=C2)N2C(N(C(C2O)O)C2=CC=C(C=C2)OC2=C3C(=NC=C2)NN=C3)=O)C(F)(F)F)C=C1 (1-[4-(4-Fluorophenoxy)-3-trifluoromethyl-phenyl]-4,5-dihydroxy-3-[4-(1H-pyrazolo[3,4-b]pyridin-4-yloxy)phenyl]imidazolidin-2-one). Yield: 20.0%. As a reaction SMILES: [F:1][C:2]1[CH:38]=[CH:37][C:5]([O:6][C:7]2[CH:12]=[CH:11][C:10]([NH:13][C:14]([NH:16][C:17]3[CH:22]=[CH:21][C:20]([O:23][C:24]4[CH:29]=[CH:28][N:27]=[C:26]5[NH:30][N:31]=[CH:32][C:25]=45)=[CH:19][CH:18]=3)=[O:15])=[CH:9][C:8]=2[C:33]([F:36])([F:35])[F:34])=[CH:4][CH:3]=1.[CH:39]([CH:41]=[O:42])=[O:40].[OH-].[Na+]>C(O)C>[F:1][C:2]1[CH:3]=[CH:4][C:5]([O:6][C:7]2[CH:12]=[CH:11][C:10]([N:13]3[CH:39]([OH:40])[CH:41]([OH:42])[N:16]([C:17]4[CH:18]=[CH:19][C:20]([O:23][C:24]5[CH:29]=[CH:28][N:27]=[C:26]6[NH:30][N:31]=[CH:32][C:25]=56)=[CH:21][CH:22]=4)[C:14]3=[O:15])=[CH:9][C:8]=2[C:33]([F:35])([F:36])[F:34])=[CH:37][CH:38]=1 |f:2.3|. Procedure details: 1-[4-(4-Fluorophenoxy)-3-trifluoromethyl-phenyl]-3-[4-(1H-pyrazolo[3,4-b]pyridin-4-yloxy)phenyl]urea (50 mg, 0.15 mmol) was dissolved in ethanol (5 mL), and 40% glyoxal (35 μL) and a 1 N sodium hydroxide aqueous solution (30 μL) were added thereto. The resulting mixture was stirred at 70° C. for 4 hours. The reaction solution was concentrated and then purified by reverse-phase HPLC (ODS column, 0.05% TFA-containing water/acetonitrile system, 5% to 95% linear gradient) to give the target product ... Starting materials: ClC1=C(C=CC=C1)N1N=C(C=C1C=1SC(=CC1)C1=CC(=CC=C1)S(=O)(=O)C)CC(=O)OC (methyl [1-(2-chlorophenyl)-5-{5-[3-(methylsulfonyl)phenyl]-2-thienyl}-1H-pyrazol-3-yl]acetate), C(C)N (EtNH2), Cl.C(C)N (ethylamine hydrochloride). Reaction conditions: temperature 70 celsius, time 8 hour. Yields the product ClC1=C(C=CC=C1)N1N=C(C=C1C=1SC(=CC1)C1=CC(=CC=C1)S(=O)(=O)C)CC(=O)NCC (2-[1-(2-chlorophenyl)-5-{5-[3-(methylsulfonyl)phenyl]-2-thienyl}-1H-pyrazol-3-yl]-N-ethylacetamide). Yield: 83.0%. As a reaction SMILES: [Cl:1][C:2]1[CH:7]=[CH:6][CH:5]=[CH:4][C:3]=1[N:8]1[C:12]([C:13]2[S:14][C:15]([C:18]3[CH:23]=[CH:22][CH:21]=[C:20]([S:24]([CH3:27])(=[O:26])=[O:25])[CH:19]=3)=[CH:16][CH:17]=2)=[CH:11][C:10]([CH2:28][C:29]([O:31]C)=O)=[N:9]1.[CH2:33]([NH2:35])[CH3:34].Cl.C(N)C>>[Cl:1][C:2]1[CH:7]=[CH:6][CH:5]=[CH:4][C:3]=1[N:8]1[C:12]([C:13]2[S:14][C:15]([C:18]3[CH:23]=[CH:22][CH:21]=[C:20]([S:24]([CH3:27])(=[O:25])=[O:26])[CH:19]=3)=[CH:16][CH:17]=2)=[CH:11][C:10]([CH2:28][C:29]([NH:35][CH2:33][CH3:34])=[O:31])=[N:9]1 |f:2.3|. Reported procedure: A mixture of the methyl [1-(2-chlorophenyl)-5-{5-[3-(methylsulfonyl)phenyl]-2-thienyl}-1H-pyrazol-3-yl]acetate (100 mg, 0.2 mmol), EtNH2 (2.0M in THF, 5 mL) and ethylamine hydrochloride (200 mg) was stirred at 70° C. in a sealed vial for 8 h. The solvent was removed in vacuo, another EtNH2/THF (2.0M, 5 mL) was added, the mixture was stirred at 78° C. for another 24 h. Another 3 mL of EtNH2/THF was added, and the mixture was stirred at 78° C. for another 20 h. The solvent was removed in vacuo, an... Run in polyphosphoric acid. Product: N1=C(OC=2C=NC=CC21)C2=C(C=CC=C2)N (2-(oxazolo[5,4-c]pyridin-2-yl)benzenamine). The reactants are OC=1C=NC=CC1N (3-Hydroxy-4-aminopyridine), NC1=C(C(=O)O)C=CC=C1 (2-aminobenzoic acid). Yield: 31.5%. Procedure: 3-Hydroxy-4-aminopyridine (2.220 g, 20.0 mmol) and 2-aminobenzoic acid (2.740 g, 20.0 mmol) in polyphosphoric acid (40 mL) were stirred at 140° C. for 6 hrs. The reaction mixture was poured into distilled water and sodium hydroxide was added until pH=8. The precipitate was collected by filtration and further purified by chromatography on silica gel eluted with petroleum ether:ethyl acetate:Et3N (160:40:1) to give 2-(oxazolo[5,4-c]pyridin-2-yl)benzenamine as yellow solid (1.332 g, Yield: 31%). 1H... As a reaction SMILES: [OH:1][C:2]1[CH:3]=[N:4][CH:5]=[CH:6][C:7]=1[NH2:8].[NH2:9][C:10]1[CH:18]=[CH:17][CH:16]=[CH:15][C:11]=1[C:12](O)=O>>[N:8]1[C:7]2[CH:6]=[CH:5][N:4]=[CH:3][C:2]=2[O:1][C:12]=1[C:11]1[CH:15]=[CH:16][CH:17]=[CH:18][C:10]=1[NH2:9]. The reactants are CNC1=NC=C(C=C1)C(C(F)(F)F)(F)F (methyl-(5-pentafluoroethyl-pyridine-2-yl)-amine), BrN1C(CCC1=O)=O (N-bromosuccinimide), S(=S)(=O)([O-])[O-].[Na+].[Na+] (sodium thiosulfate), C(O)([O-])=O.[Na+] (sodium hydrogen carbonate). The solvent is C(C)#N (acetonitrile). Conditions: time 8 hour. Product: BrC=1C(=NC=C(C1)C(C(F)(F)F)(F)F)NC ((3-bromo-5-pentafluoroethyl-pyridine-2-yl)-methyl-amine). The yield is 101.5%. As a reaction SMILES: [CH3:1][NH:2][C:3]1[CH:8]=[CH:7][C:6]([C:9]([F:15])([F:14])[C:10]([F:13])([F:12])[F:11])=[CH:5][N:4]=1.[Br:16]N1C(=O)CCC1=O.S([O-])([O-])(=O)=S.[Na+].[Na+].C(=O)([O-])O.[Na+]>C(#N)C>[Br:16][C:8]1[C:3]([NH:2][CH3:1])=[N:4][CH:5]=[C:6]([C:9]([F:15])([F:14])[C:10]([F:11])([F:12])[F:13])[CH:7]=1 |f:2.3.4,5.6|. Reported procedure: To a mixture of methyl-(5-pentafluoroethyl-pyridine-2-yl)-amine (4.6 g) and acetonitrile (70 mL), N-bromosuccinimide (5.0 g) was added under ice-cooling, and stirred at room temperature for 8 hours. Into a mixture, saturated aqueous sodium thiosulfate solution and aqueous sodium hydrogen carbonate solution were poured, and extracted with ethyl acetate. The combined organic layer was dried over sodium sulfate, and concentrated under reduced pressure. The residue was subjected to silica gel column... Starting materials: O (water), OC1COCC1 (3-hydroxytetrahydrofuran), N1=CC=CC=C1 (pyridine), C1(=CC=C(C=C1)S(=O)(=O)Cl)C (p-toluenesulfonyl chloride). Solvent: CCCCCCC.C(C)(=O)OCC (n-heptane ethyl acetate), C(C)(=O)OCC (ethyl acetate). Product: O1CC(CC1)OS(=O)(=O)C1=CC=C(C=C1)C (Tetrahydrofuran-3-yl-4-methylbenzenesulfonate). The yield is 67.5%. RXN SMILES: [OH:1][CH:2]1[CH2:6][CH2:5][O:4][CH2:3]1.N1C=CC=CC=1.[C:13]1([CH3:23])[CH:18]=[CH:17][C:16]([S:19](Cl)(=[O:21])=[O:20])=[CH:15][CH:14]=1.O>CCCCCCC.C(OCC)(=O)C.C(OCC)(=O)C>[O:4]1[CH2:5][CH2:6][CH:2]([O:1][S:19]([C:16]2[CH:17]=[CH:18][C:13]([CH3:23])=[CH:14][CH:15]=2)(=[O:21])=[O:20])[CH2:3]1 |f:4.5|. Reported procedure: To a mixture of 3-hydroxytetrahydrofuran (7.00 g, 79.5 mmol) and pyridine (100 mL), was added p-toluenesulfonyl chloride (18.2 g, 95.4 mmol) while stirring at room temperature, and the resulting mixture was stirred for 8.5 hours. To the mixture, were added water and ethyl acetate. After thoroughly shaking the mixture, the organic layer was separated, and the organic layer was washed with brine and dried over anhydrous magnesium sulfate. The mixture was filtered, and then the solvent in the filtr...